This data is from the Open Reaction Database (ORD), a public repository of structured organic reaction records. The task is: describe an organic reaction: reactants, conditions, products, and yield Starting materials: ClC1=CC=C(C=C1)[C@@H]1N(C=2N(C(C(=CC2)I)=O)[C@@H]1C1=CC=C(C=C1)Cl)S(=O)(=O)C=1C=C(C#N)C=CC1 (rac-3-[cis-2,3-bis-(4-chloro-phenyl)-5-oxo-2,3-dihydro-6-iodo-5H-imidazo[1,2-a]pyridine-1-sulfonyl]-benzonitrile), CC(=CB(O)O)C (2,2-dimethylethenylboronic acid). Run in CO.C(Cl)Cl (MeOH DCM). Product: ClC1=CC=C(C=C1)[C@@H]1N(C=2N(C(C(=CC2)C=C(C)C)=O)[C@@H]1C1=CC=C(C=C1)Cl)S(=O)(=O)C=1C=C(C#N)C=CC1 (rac-3-[cis-2,3-Bis-(4-chloro-phenyl)-6-(2-methyl-propenyl)-5-oxo-2,3-dihydro-5H-imidazo[1,2-a]pyridine-1-sulfonyl]-benzonitrile). As a reaction SMILES: [Cl:1][C:2]1[CH:7]=[CH:6][C:5]([C@H:8]2[C@@H:18]([C:19]3[CH:24]=[CH:23][C:22]([Cl:25])=[CH:21][CH:20]=3)[N:11]3[C:12](=[O:17])[C:13](I)=[CH:14][CH:15]=[C:10]3[N:9]2[S:26]([C:29]2[CH:30]=[C:31]([CH:34]=[CH:35][CH:36]=2)[C:32]#[N:33])(=[O:28])=[O:27])=[CH:4][CH:3]=1.[CH3:37][C:38]([CH3:43])=[CH:39]B(O)O>CO.C(Cl)Cl>[Cl:1][C:2]1[CH:7]=[CH:6][C:5]([C@H:8]2[C@@H:18]([C:19]3[CH:24]=[CH:23][C:22]([Cl:25])=[CH:21][CH:20]=3)[N:11]3[C:12](=[O:17])[C:13]([CH:37]=[C:38]([CH3:43])[CH3:39])=[CH:14][CH:15]=[C:10]3[N:9]2[S:26]([C:29]2[CH:30]=[C:31]([CH:34]=[CH:35][CH:36]=2)[C:32]#[N:33])(=[O:28])=[O:27])=[CH:4][CH:3]=1 |f:2.3|. Procedure details: The titled compound was prepared according to general method D by reaction of rac-3-[cis-2,3-bis-(4-chloro-phenyl)-5-oxo-2,3-dihydro-6-iodo-5H-imidazo[1,2-a]pyridine-1-sulfonyl]-benzonitrile with 2,2-dimethylethenylboronic acid. The compound was isolated by FCC (2.5% MeOH/DCM). The expected product was characterized by 1H NMR Reactants: ClC=1C=C2C(C(N(C2=CC1)S(=O)(=O)C1=C(C=C(C=C1)OC)OC(F)(F)F)=O)(C1=C(C=CC(=C1)CC=O)OC)N1[C@H](C(=O)N(C)C)C[C@H](C1)O ((4R)-1-(5-chloro-3-[2-methoxy-5-(2-oxo ethyl)phenyl]-1-{[4-methoxy-2-(trifluoromethoxy)phenyl]sulfonyl}-2-oxo-2,3-dihydro-1H-indol-3-yl)-4-hydroxy-N,N-dimethyl-L-prolinamide), C(C)(C)(C)OC(=O)N1CCNCC1 (piperazine-1-carboxylic acid tert-butyl ester). The product is ClC=1C=C2C(C(N(C2=CC1)S(=O)(=O)C1=C(C=C(C=C1)OC)OC(F)(F)F)=O)(N1[C@@H](C[C@H](C1)O)C(=O)N(C)C)C=1C=C(C=CC1OC)CCN1CCN(CC1)C(=O)OC(C)(C)C (tert-butyl 4-{2-[3-(5-chloro-3-{(2S,4R)-2-[(dimethylamino)carbonyl]-4-hydroxypyrrolidin-1-yl}-1-{[4-methoxy-2-(trifluoromethoxy)phenyl]sulfonyl}-2-oxo-2,3-dihydro-1H-indol-3-yl)-4-methoxyphenyl]ethyl}piperazine-1-carboxylate). Isolated yield 4.9%. Reaction SMILES: [Cl:1][C:2]1[CH:3]=[C:4]2[C:8](=[CH:9][CH:10]=1)[N:7]([S:11]([C:14]1[CH:19]=[CH:18][C:17]([O:20][CH3:21])=[CH:16][C:15]=1[O:22][C:23]([F:26])([F:25])[F:24])(=[O:13])=[O:12])[C:6](=[O:27])[C:5]2([N:39]1[CH2:48][C@H:47]([OH:49])[CH2:46][C@H:40]1[C:41]([N:43]([CH3:45])[CH3:44])=[O:42])[C:28]1[CH:33]=[C:32]([CH2:34][CH:35]=O)[CH:31]=[CH:30][C:29]=1[O:37][CH3:38].[C:50]([O:54][C:55]([N:57]1[CH2:62][CH2:61][NH:60][CH2:59][CH2:58]1)=[O:56])([CH3:53])([CH3:52])[CH3:51]>>[Cl:1][C:2]1[CH:3]=[C:4]2[C:8](=[CH:9][CH:10]=1)[N:7]([S:11]([C:14]1[CH:19]=[CH:18][C:17]([O:20][CH3:21])=[CH:16][C:15]=1[O:22][C:23]([F:26])([F:25])[F:24])(=[O:13])=[O:12])[C:6](=[O:27])[C:5]2([C:28]1[CH:33]=[C:32]([CH2:34][CH2:35][N:60]2[CH2:61][CH2:62][N:57]([C:55]([O:54][C:50]([CH3:53])([CH3:51])[CH3:52])=[O:56])[CH2:58][CH2:59]2)[CH:31]=[CH:30][C:29]=1[O:37][CH3:38])[N:39]1[CH2:48][C@H:47]([OH:49])[CH2:46][C@H:40]1[C:41]([N:43]([CH3:44])[CH3:45])=[O:42]. Reported procedure: With 2.00 g of the compound obtained in Example 219 and 3.3 g of piperazine-1-carboxylic acid tert-butyl ester as starting materials, 120 mg of the title compound (colorless oil) was obtained by a similar procedure to Example 227. Starting materials: ClCCl, O=C(O)C(F)(F)F, Cc1ccc(NC(=O)OC(C)(C)C)cc1NC(=O)c1cnc2ccccn12. Yields the product Cc1ccc(N)cc1NC(=O)c1cnc2ccccn12. As a reaction SMILES: [Cl:35][CH2:36][Cl:37].[F:1][C:2]([F:3])([F:4])[C:5]([OH:6])=[O:7].[n:8]1[cH:9][c:10]([C:17](=[O:18])[NH:19][c:20]2[cH:21][c:22]([NH:27][C:28](=[O:29])[O:30][C:31]([CH3:32])([CH3:33])[CH3:34])[cH:23][cH:24][c:25]2[CH3:26])[n:11]2[c:12]1[cH:13][cH:14][cH:15][cH:16]2>>[n:8]1[cH:9][c:10]([C:17](=[O:18])[NH:19][c:20]2[cH:21][c:22]([NH2:27])[cH:23][cH:24][c:25]2[CH3:26])[n:11]2[c:12]1[cH:13][cH:14][cH:15][cH:16]2. Reactants: [Br-], O=Cc1cncc(Br)c1, CC(C)S(N)(=O)=O, Cc1ccccc1, CC(C)[O-], CC(C)[O-], CC(C)[O-], CC(C)[O-], [Mg+]C1CC1, [Ti+4]. Product: CC(C)S(=O)(=O)NC(c1cncc(Br)c1)C1CC1. As a reaction SMILES: [Br-:17].[Br:1][c:2]1[cH:3][n:4][cH:5][c:6]([CH:7]=[O:8])[cH:9]1.[CH3:10][CH:11]([CH3:12])[S:13](=[O:14])(=[O:15])[NH2:16].[CH3:22][c:23]1[cH:24][cH:25][cH:26][cH:27][cH:28]1.[CH3:29][CH:30]([CH3:31])[O-:32].[CH3:34][CH:35]([CH3:36])[O-:37].[CH3:38][CH:39]([CH3:40])[O-:41].[CH3:42][CH:43]([CH3:44])[O-:45].[CH:18]1([Mg+:21])[CH2:19][CH2:20]1.[Ti+4:33]>>[Br:1][c:2]1[cH:3][n:4][cH:5][c:6]([CH:7]([NH:16][S:13]([CH:11]([CH3:10])[CH3:12])(=[O:14])=[O:15])[CH:18]2[CH2:19][CH2:20]2)[cH:9]1.